This data is from the Open Reaction Database (ORD), a public repository of structured organic reaction records. The task is: describe an organic reaction: reactants, conditions, products, and yield Reactants: FC=1C=C2C(=NC1)N(C=C2B2OC(C(O2)(C)C)(C)C)S(=O)(=O)C2=CC=C(C=C2)C (5-fluoro-1-(p-tolylsulfonyl)-3-(4,4,5,5-tetramethyl-1,3,2-dioxaborolan-2-yl)pyrrolo[2,3-b]pyridine), FC=1C=C2C(=NC1)N(C=C2B2OC(C(O2)(C)C)(C)C)S(=O)(=O)C2=CC=C(C=C2)C (5-fluoro-1-(p-tolylsulfonyl)-3-(4,4,5,5-tetramethyl-1,3,2-dioxaborolan-2-yl)pyrrolo[2,3-b]pyridine), ClC1=NC=C(C(=N1)NC(CC(=O)OC)C1(CCC1)C)F (racemic methyl 3-((2-chloro-5-fluoropyrimidin-4-yl)amino)-3-(1-methylcyclobutyl)propanoate), ClC1=NC=C(C(=N1)NC(CC(=O)OC)C1(CCC1)C)F ((+/−)-methyl 3-((2-chloro-5-fluoropyrimidin-4-yl)amino)-3-(1-methylcyclobutyl)propanoate), [O-]P(=O)([O-])[O-].[K+].[K+].[K+] (K3PO4), CC(C)C1=CC(=C(C(=C1)C(C)C)C2=C(C=CC=C2)P(C3CCCCC3)C4CCCCC4)C(C)C (XPhos). The reagents and catalysts are C=1C=CC(=CC1)/C=C/C(=O)/C=C/C2=CC=CC=C2.C=1C=CC(=CC1)/C=C/C(=O)/C=C/C2=CC=CC=C2.C=1C=CC(=CC1)/C=C/C(=O)/C=C/C2=CC=CC=C2.[Pd].[Pd] (Pd2(dba)3). The solvent is CC1CCCO1 (2-MeTHF), O (water). Reaction conditions: temperature 115 celsius, time 2 hour. The product is FC=1C(=NC(=NC1)C1=CN(C2=NC=C(C=C21)F)S(=O)(=O)C2=CC=C(C)C=C2)NC(CC(=O)OC)C2(CCC2)C ((+/−)-methyl 3-((5-fluoro-2-(5-fluoro-1-tosyl-1H-pyrrolo[2,3-b]pyridin-3-yl)pyrimidin-4-yl)amino)-3-(1-methylcyclobutyl)propanoate). As a reaction SMILES: [F:1][C:2]1[CH:3]=[C:4]2[C:10](B3OC(C)(C)C(C)(C)O3)=[CH:9][N:8]([S:20]([C:23]3[CH:28]=[CH:27][C:26]([CH3:29])=[CH:25][CH:24]=3)(=[O:22])=[O:21])[C:5]2=[N:6][CH:7]=1.Cl[C:31]1[N:36]=[C:35]([NH:37][CH:38]([C:44]2([CH3:48])[CH2:47][CH2:46][CH2:45]2)[CH2:39][C:40]([O:42][CH3:43])=[O:41])[C:34]([F:49])=[CH:33][N:32]=1.[O-]P([O-])([O-])=O.[K+].[K+].[K+].CC(C1C=C(C(C)C)C(C2C=CC=CC=2P(C2CCCCC2)C2CCCCC2)=C(C(C)C)C=1)C>CC1OCCC1.O.C1C=CC(/C=C/C(/C=C/C2C=CC=CC=2)=O)=CC=1.C1C=CC(/C=C/C(/C=C/C2C=CC=CC=2)=O)=CC=1.C1C=CC(/C=C/C(/C=C/C2C=CC=CC=2)=O)=CC=1.[Pd].[Pd]>[F:49][C:34]1[C:35]([NH:37][CH:38]([C:44]2([CH3:48])[CH2:45][CH2:46][CH2:47]2)[CH2:39][C:40]([O:42][CH3:43])=[O:41])=[N:36][C:31]([C:10]2[C:4]3[C:5](=[N:6][CH:7]=[C:2]([F:1])[CH:3]=3)[N:8]([S:20]([C:23]3[CH:28]=[CH:27][C:26]([CH3:29])=[CH:25][CH:24]=3)(=[O:21])=[O:22])[CH:9]=2)=[N:32][CH:33]=1 |f:2.3.4.5,9.10.11.12.13|. Reported procedure: A solution of 5-fluoro-1-(p-tolylsulfonyl)-3-(4,4,5,5-tetramethyl-1,3,2-dioxaborolan-2-yl)pyrrolo[2,3-b]pyridine, 7a, (3.31 g, 7.95 mmol), racemic methyl 3-((2-chloro-5-fluoropyrimidin-4-yl)amino)-3-(1-methylcyclobutyl)propanoate, 118a, (2.00 g, 6.63 mmol) and K3PO4 (4.22 g, 20.00 mmol) in 2-MeTHF (253 mL) and water (56 mL) was purged with nitrogen for 0.75 h. XPhos (0.38 g, 0.80 mmol) and Pd2(dba)3 (0.15 g, 0.17 mmol) were added and the reaction mixture was stirred at 115° C. in a sealed tube f... The reactants are C(C)(=O)C=1C(=C(C(N(N1)C1=CC(=CC=C1)Cl)=O)C(=S)N)C (6-acetyl-4-(aminothioxomethyl)-2-(3-chlorophenyl)-5-methyl-3(2H)-pyridazinone), aqueous solution, ClCC=O (chloroacetoaldehyde). The solvent is C(C)O (ethanol). The product is C(C)(=O)C=1C(=C(C(N(N1)C1=CC(=CC=C1)Cl)=O)C=1SC=CN1)C (6-acetyl-2-(3-chlorophenyl)-5-methyl-4-(1,3-thiazol-2-yl)-3(2H)-pyridazinone). Reaction SMILES: [C:1]([C:4]1[C:5]([CH3:21])=[C:6]([C:18]([NH2:20])=[S:19])[C:7](=[O:17])[N:8]([C:10]2[CH:15]=[CH:14][CH:13]=[C:12]([Cl:16])[CH:11]=2)[N:9]=1)(=[O:3])[CH3:2].Cl[CH2:23][CH:24]=O>C(O)C>[C:1]([C:4]1[C:5]([CH3:21])=[C:6]([C:18]2[S:19][CH:23]=[CH:24][N:20]=2)[C:7](=[O:17])[N:8]([C:10]2[CH:15]=[CH:14][CH:13]=[C:12]([Cl:16])[CH:11]=2)[N:9]=1)(=[O:3])[CH3:2]. Reported procedure: To a suspension (5 ml) of 6-acetyl-4-(aminothioxomethyl)-2-(3-chlorophenyl)-5-methyl-3(2H)-pyridazinone (200 mg) in ethanol (5 ml) was added a 50% aqueous solution of chloroacetoaldehyde, followed by heating under reflux for 10 hours. After cooling on standing, the reaction mixture was extracted with ethyl acetate. After washing with a saturated sodium hydrogen carbonate aqueous solution and a brine, the organic layer was dried over anhydrous magnesium sulfate. The solvent was removed by evapora... Starting materials: C(C1=CC=CC=C1)OC(=O)N[C@@H](COC(=O)[C@H]1N(C[C@@H](C1)C)C([C@H](C)NC(=O)[C@H]1N(CCCC1)C(=O)[C@H]1N(CCC1)C(=O)OC(C)(C)C)=O)C(=O)O (tert-Butyl (S)-2-[1-((S)-2-{(S)-2-[(2S,4R)-2-((S)-2-benzyloxycarbonylamino-2-carboxy-ethoxycarbonyl)-4-methyl-pyrrolidin-1-yl]-1-methyl-2-oxo-ethylcarbamoyl}-piperidin-1-yl)-methanoyl]-pyrrolidine-1-carboxylate), FC1=C(C(=C(C(=C1O)F)F)F)F (pentafluorophenol), C(CCl)Cl (EDC). Run in ClCCl (dichloromethane). Run at temperature -20 celsius, time 8 hour. Yields the product C[C@@H]1C[C@H]2C(OC[C@@H](C(N3CCC[C@H]3C(N3CCCC[C@H]3C(N[C@H](C(N2C1)=O)C)=O)=O)=O)NC(OCC1=CC=CC=C1)=O)=O (Benzyl ((3S,9S,13S,15R,19S,22S)-15,19-dimethyl-2,8,12,18,21-pentaoxo-11-oxa-1,7,17,20-tetraaza-tetracyclo[20.4.0.03,7.013,17]hexacos-9-yl)-carbamate). RXN SMILES: [CH2:1]([O:8][C:9]([NH:11][C@H:12](C(O)=O)[CH2:13][O:14][C:15]([C@@H:17]1[CH2:21][C@@H:20]([CH3:22])[CH2:19][N:18]1[C:23](=[O:49])[C@@H:24]([NH:26][C:27]([C@@H:29]1[CH2:34][CH2:33][CH2:32][CH2:31][N:30]1[C:35]([C@@H:37]1[CH2:41][CH2:40][CH2:39][N:38]1[C:42](OC(C)(C)C)=[O:43])=[O:36])=[O:28])[CH3:25])=[O:16])=[O:10])C1C=CC=CC=1.F[C:54]1[C:59](O)=[C:58](F)[C:57](F)=[C:56](F)[C:55]=1F.C(Cl)CCl>ClCCl>[CH3:22][C@H:20]1[CH2:19][N:18]2[C@H:17]([C:15](=[O:16])[O:14][CH2:13][C@H:12]([NH:11][C:9](=[O:10])[O:8][CH2:1][C:54]3[CH:59]=[CH:58][CH:57]=[CH:56][CH:55]=3)[C:42](=[O:43])[N:38]3[C@H:37]([C:35](=[O:36])[N:30]4[C@H:29]([C:27](=[O:28])[NH:26][C@@H:24]([CH3:25])[C:23]2=[O:49])[CH2:34][CH2:33][CH2:32][CH2:31]4)[CH2:41][CH2:40][CH2:39]3)[CH2:21]1. Procedure details: 3.95 g (5.41 mm ol) of the acid from example 25A and 3.98 g (21.65 mmol) of pentafluorophenol are dissolved in dichloromethane (13 ml) and cooled to −20° C. under argon. 1.14 g (5.95 mmol) of EDC are added, and the reaction mixture is stirred overnight with slow warming to RT. The reaction solution is concentrated to dryness and the residue is treated at 0° C. with 4N hydrogen chloride solution in dioxane (80 ml). The mixture is stirred for 3 h and the solvent is subsequently removed in vacuo. T... Starting materials: CCOC(=O)C(C(=O)OCC)c1cc(Cl)ccc1[N+](=O)[O-], CS(C)=O, [Cl-], [Li+], O. Yields the product CCOC(=O)Cc1cc(Cl)ccc1[N+](=O)[O-]. Reaction SMILES: [CH2:1]([CH3:2])[O:3][C:4]([CH:5]([C:6]([O:7][CH2:8][CH3:9])=[O:10])[c:11]1[c:12]([N+:18](=[O:19])[O-:20])[cH:13][cH:14][c:15]([Cl:17])[cH:16]1)=[O:21].[CH3:25][S:26]([CH3:27])=[O:28].[Cl-:22].[Li+:23].[OH2:24]>>[CH2:1]([CH3:2])[O:3][C:4]([CH2:5][c:11]1[c:12]([N+:18](=[O:19])[O-:20])[cH:13][cH:14][c:15]([Cl:17])[cH:16]1)=[O:21].